This data is from the Open Reaction Database (ORD), a public repository of structured organic reaction records. The task is: describe an organic reaction: reactants, conditions, products, and yield Reactants: [O-][n+]1cc(CN2CCOCC2)ccc1-c1c(O)[nH]c2ccc(Br)nc12, CCOC(C)=O, ClP(Cl)Cl. Product: Oc1[nH]c2ccc(Br)nc2c1-c1ccc(CN2CCOCC2)cn1. As a reaction SMILES: [Br:1][c:2]1[cH:3][cH:4][c:5]2[c:6]([n:7]1)[c:8](-[c:12]1[n+:13]([O-:25])[cH:14][c:15]([CH2:18][N:19]3[CH2:20][CH2:21][O:22][CH2:23][CH2:24]3)[cH:16][cH:17]1)[c:9]([OH:11])[nH:10]2.[CH3:30][CH2:31][O:32][C:33](=[O:34])[CH3:35].[Cl:26][P:27]([Cl:28])[Cl:29]>>[Br:1][c:2]1[cH:3][cH:4][c:5]2[c:6]([n:7]1)[c:8](-[c:12]1[n:13][cH:14][c:15]([CH2:18][N:19]3[CH2:20][CH2:21][O:22][CH2:23][CH2:24]3)[cH:16][cH:17]1)[c:9]([OH:11])[nH:10]2.